This data is from the Open Reaction Database (ORD), a public repository of structured organic reaction records. The task is: describe an organic reaction: reactants, conditions, products, and yield Reactants: N1N=CC(=C1)C1=CC2=C(C=3N=C(SC3CCO2)C(=O)O)C=C1 (8-(1H-Pyrazol-4-yl)-4,5-dihydro-6-oxa-3-thia-1-aza-benzo[e]azulene-2-carboxylic acid), COC[C@@H]1CNCCC1 ((S)-3-(methoxymethyl)piperidine). The product is COC[C@H]1CN(CCC1)C(=O)C=1SC=2CCOC3=C(C2N1)C=CC(=C3)C=3C=NNC3 (((R)-3-Methoxymethyl-piperidin-1-yl)-[8-(1H-pyrazol-4-yl)-4,5-dihydro-6-oxa-3-thia-1-aza-benzo[e]azulen-2-yl]-methanone). Reaction SMILES: [NH:1]1[CH:5]=[C:4]([C:6]2[CH:22]=[CH:21][C:9]3[C:10]4[N:11]=[C:12]([C:18]([OH:20])=O)[S:13][C:14]=4[CH2:15][CH2:16][O:17][C:8]=3[CH:7]=2)[CH:3]=[N:2]1.[CH3:23][O:24][CH2:25][C@H:26]1[CH2:31][CH2:30][CH2:29][NH:28][CH2:27]1>>[CH3:23][O:24][CH2:25][C@@H:26]1[CH2:31][CH2:30][CH2:29][N:28]([C:18]([C:12]2[S:13][C:14]3[CH2:15][CH2:16][O:17][C:8]4[CH:7]=[C:6]([C:4]5[CH:3]=[N:2][NH:1][CH:5]=5)[CH:22]=[CH:21][C:9]=4[C:10]=3[N:11]=2)=[O:20])[CH2:27]1. Reported procedure: Following Example 216, to a well stirred solution of 8-(1H-Pyrazol-4-yl)-4,5-dihydro-6-oxa-3-thia-1-aza-benzo[e]azulene-2-carboxylic acid and (S)-3-(methoxymethyl)piperidine to give 223. MS: (ESI+)=425.1 Product: FC1=CC=C(C(=O)C2CCN(CC2)CCCCN2C(NC=3C(C2=O)=CSC3)=O)C=C1 (3-[4-[4-(4-Fluorobenzoyl)piperidin-1-yl]butyl]thieno[3,4-d]pyrimidine-2,4-dione). Run in C1(=CC=CC=C1)C (toluene). Starting materials: BrCCCCN=C=O (4-bromobutylisocyanate), BrCCCCNC(=O)NC1=CSC=C1C(=O)OC (N-(4-bromobutyl)-N'-(4-carbomethoxythien-3-yl)urea), Cl.FC1=CC=C(C(=O)C2CCNCC2)C=C1 (4-(4-fluorobenzoyl)piperidine hydrochloride), NC=1C(=CSC1)C(=O)OC (methyl 4-aminothiophene-3-carboxylate). Reported procedure: The title compound was prepared by the procedure of Example 10 using N-(4-bromobutyl)-N'-(4-carbomethoxythien-3-yl)urea (6.92 g, 21 mmol) and 4-(4-fluorobenzoyl)piperidine hydrochloride (10.16 g, 42 mmol). The urea was prepared by reacting methyl 4-aminothiophene-3-carboxylate with 4-bromobutylisocyanate in toluene at room temperature for 12 hours to produce the urea as a tan solid, mp 85°-86° C. There was obtained 3.62 g (40.8% yield) of the title compound as a brown solid. This material was re... RXN SMILES: Br[CH2:2][CH2:3][CH2:4][CH2:5][NH:6][C:7]([NH:9][C:10]1[C:14]([C:15]([O:17]C)=O)=[CH:13][S:12][CH:11]=1)=[O:8].Cl.[F:20][C:21]1[CH:34]=[CH:33][C:24]([C:25]([CH:27]2[CH2:32][CH2:31][NH:30][CH2:29][CH2:28]2)=[O:26])=[CH:23][CH:22]=1.NC1C(C(OC)=O)=CSC=1.BrCCCCN=C=O>C1(C)C=CC=CC=1>[F:20][C:21]1[CH:22]=[CH:23][C:24]([C:25]([CH:27]2[CH2:32][CH2:31][N:30]([CH2:2][CH2:3][CH2:4][CH2:5][N:6]3[C:15](=[O:17])[C:14]4=[CH:13][S:12][CH:11]=[C:10]4[NH:9][C:7]3=[O:8])[CH2:29][CH2:28]2)=[O:26])=[CH:33][CH:34]=1 |f:1.2|.